Dataset: the Open Reaction Database (ORD), a public repository of structured organic reaction records. Task: describe an organic reaction: reactants, conditions, products, and yield Reactants: Cc1cn2c(Br)cccc2n1, [Cu+], CCCC[Sn](CCCC)(CCCC)c1nc(N2CCOCC2)c2sc(CN3CCN(C(C)(C)C(N)=O)CC3)cc2n1, C1COCCO1, c1ccc(P(c2ccccc2)(c2ccccc2)[Pd](P(c2ccccc2)(c2ccccc2)c2ccccc2)(P(c2ccccc2)(c2ccccc2)c2ccccc2)P(c2ccccc2)(c2ccccc2)c2ccccc2)cc1, O=C([O-])c1cccs1. Product: Cc1cn2c(-c3nc(N4CCOCC4)c4sc(CN5CCN(C(C)(C)C(N)=O)CC5)cc4n3)cccc2n1. RXN SMILES: [Br:42][c:43]1[cH:44][cH:45][cH:46][c:47]2[n:48]1[cH:49][c:50]([CH3:52])[n:51]2.[Cu+:144].[O:1]1[CH2:2][CH2:3][N:4]([c:7]2[c:8]3[c:9]([n:10][c:11]([Sn:13]([CH2:14][CH2:15][CH2:16][CH3:17])([CH2:18][CH2:19][CH2:20][CH3:21])[CH2:22][CH2:23][CH2:24][CH3:25])[n:12]2)[cH:26][c:27]([CH2:29][N:30]2[CH2:31][CH2:32][N:33]([C:36]([C:37](=[O:38])[NH2:39])([CH3:40])[CH3:41])[CH2:34][CH2:35]2)[s:28]3)[CH2:5][CH2:6]1.[O:53]1[CH2:54][CH2:55][O:56][CH2:57][CH2:58]1.[cH:59]1[cH:60][cH:61][c:62]([P:63]([Pd:64]([P:65]([c:66]2[cH:67][cH:68][cH:69][cH:70][cH:71]2)([c:72]2[cH:73][cH:74][cH:75][cH:76][cH:77]2)[c:78]2[cH:79][cH:80][cH:81][cH:82][cH:83]2)([P:84]([c:85]2[cH:86][cH:87][cH:88][cH:89][cH:90]2)([c:91]2[cH:92][cH:93][cH:94][cH:95][cH:96]2)[c:97]2[cH:98][cH:99][cH:100][cH:101][cH:102]2)[P:103]([c:104]2[cH:105][cH:106][cH:107][cH:108][cH:109]2)([c:110]2[cH:111][cH:112][cH:113][cH:114][cH:115]2)[c:116]2[cH:117][cH:118][cH:119][cH:120][cH:121]2)([c:122]2[cH:123][cH:124][cH:125][cH:126][cH:127]2)[c:128]2[cH:129][cH:130][cH:131][cH:132][cH:133]2)[cH:134][cH:135]1.[s:136]1[cH:137][cH:138][cH:139][c:140]1[C:141]([O-:142])=[O:143]>>[O:1]1[CH2:2][CH2:3][N:4]([c:7]2[c:8]3[c:9]([n:10][c:11](-[c:43]4[cH:44][cH:45][cH:46][c:47]5[n:48]4[cH:49][c:50]([CH3:52])[n:51]5)[n:12]2)[cH:26][c:27]([CH2:29][N:30]2[CH2:31][CH2:32][N:33]([C:36]([C:37](=[O:38])[NH2:39])([CH3:40])[CH3:41])[CH2:34][CH2:35]2)[s:28]3)[CH2:5][CH2:6]1.